From a dataset of the Open Reaction Database (ORD), a public repository of structured organic reaction records. describe an organic reaction: reactants, conditions, products, and yield Starting materials: COC=1C=CC=C2CCC(C(C12)=O)CC=O (8-methoxy-2-(2-oxoethyl)-1-tetralone), C(C)(=O)NCCN (N-acetyl-ethylenediamine). Reaction SMILES: [CH3:1][O:2][C:3]1[CH:4]=[CH:5][CH:6]=[C:7]2[C:12]=1[C:11](=O)[CH:10]([CH2:14][CH:15]=O)[CH2:9][CH2:8]2.[C:17]([NH:20][CH2:21][CH2:22][NH2:23])(=[O:19])[CH3:18]>C1(C)C=CC=CC=1>[CH3:1][O:2][C:3]1[C:12]2[C:11]3[N:23]([CH2:22][CH2:21][NH:20][C:17](=[O:19])[CH3:18])[CH:15]=[CH:14][C:10]=3[CH2:9][CH2:8][C:7]=2[CH:6]=[CH:5][CH:4]=1. Solvent: C1(=CC=CC=C1)C (toluene). Reported procedure: 400 mg of 8-methoxy-2-(2-oxoethyl)-1-tetralone were heated to reflux for 15 minutes under argon with 205 mg of N-acetyl-ethylenediamine in 8 ml of toluene. The solvent was removed in a vacuum and the residue was chromatographed on 40 g of silica gel with hexane/ethyl acetate 1:1 and then with ethyl acetate. 280 mg (54%) of N-[2-(4,5-dihydro-9-methoxy-1H-benz[g]indol-1-yl)ethyl]-acetamide were obtained as yellowish crystals with m.p. 132°-133°. Yields the product COC1=CC=CC=2CCC=3C=CN(C3C21)CCNC(C)=O (N-[2-(4,5-dihydro-9-methoxy-1H-benz[g]indol-1-yl)ethyl]-acetamide). Yield: 53.7%.